Dataset: the Open Reaction Database (ORD), a public repository of structured organic reaction records. Task: describe an organic reaction: reactants, conditions, products, and yield The reactants are NCCCCN1CCN(CC1)C1=NC=CC=N1 (1-(4-aminobutyl)-4-(2-pyrimidinyl)piperazine), CC1(C2CCC1(C(=O)OC2=O)C)C (dl-camphoric anhydride), product. Yields the product N1=C(N=CC=C1)N1CCN(CC1)CCCCN1C(C2(CCC(C1=O)C2(C)C)C)=O (Racemic 3-(4-[4-(2-Pyrimidinyl)-1-piperazinyl]butyl)-1,8, 8-trimethyl-3-azabicyclo[3.2.1]octan-2,4-dione). The yield is 17.0%. Reaction SMILES: [NH2:1][CH2:2][CH2:3][CH2:4][CH2:5][N:6]1[CH2:11][CH2:10][N:9]([C:12]2[N:17]=[CH:16][CH:15]=[CH:14][N:13]=2)[CH2:8][CH2:7]1.[CH3:18][C:19]1([CH3:30])[C:23]2([CH3:29])[C:24]([O:26][C:27](=O)[CH:20]1[CH2:21][CH2:22]2)=[O:25]>>[N:17]1[CH:16]=[CH:15][CH:14]=[N:13][C:12]=1[N:9]1[CH2:8][CH2:7][N:6]([CH2:5][CH2:4][CH2:3][CH2:2][N:1]2[C:27](=[O:26])[CH:20]3[C:19]([CH3:18])([CH3:30])[C:23]([CH3:29])([CH2:22][CH2:21]3)[C:24]2=[O:25])[CH2:11][CH2:10]1. Reported procedure: The title compound was prepared from 2.47 g (10.4 mmol) of 1-(4-aminobutyl)-4-(2-pyrimidinyl)piperazine and 1.89 g (10.3 mmol) of dl-camphoric anhydride, substantially according to the procedure of Example 1. This afforded 0.7 g of product, mp 94°-97° C. (17% yield). Starting materials: O=C([O-])[O-], CCCS, CCOC(C)=O, CCCC#N, COC(=O)c1ccc(-n2ncc(C(=O)OC(C)(C)C)c2Cl)cc1, [K+], [K+]. Product: CCCSc1c(C(=O)OC(C)(C)C)cnn1-c1ccc(C(=O)OC)cc1. RXN SMILES: [C:24](=[O:25])([O-:26])[O-:27].[CH2:30]([CH2:31][CH3:32])[SH:33].[CH3:34][CH2:35][O:36][C:37](=[O:38])[CH3:39].[CH3:40][CH2:41][CH2:42][C:43]#[N:44].[Cl:1][c:2]1[c:3]([C:17](=[O:18])[O:19][C:20]([CH3:21])([CH3:22])[CH3:23])[cH:4][n:5][n:6]1-[c:7]1[cH:8][cH:9][c:10]([C:13](=[O:14])[O:15][CH3:16])[cH:11][cH:12]1.[K+:28].[K+:29]>>[c:2]1([S:33][CH2:30][CH2:31][CH3:32])[c:3]([C:17](=[O:18])[O:19][C:20]([CH3:21])([CH3:22])[CH3:23])[cH:4][n:5][n:6]1-[c:7]1[cH:8][cH:9][c:10]([C:13](=[O:14])[O:15][CH3:16])[cH:11][cH:12]1. Reactants: C(#N)C=1C=C(C=CC1)C1=NC(=NC(=C1)O)SC (4-(3-cyanophenyl)-6-hydroxy-2-methylthiopyrimidine), P(=O)(Cl)(Cl)Cl (phosphorus oxychloride). Reaction conditions: time 5 hour. Yields the product C(#N)C=1C=C(C=CC1)C1=NC(=NC(=C1)Cl)SC (4-(3-cyanophenyl)-6-chloro-2-methylthiopyrimidine). RXN SMILES: [C:1]([C:3]1[CH:4]=[C:5]([C:9]2[CH:14]=[C:13](O)[N:12]=[C:11]([S:16][CH3:17])[N:10]=2)[CH:6]=[CH:7][CH:8]=1)#[N:2].P(Cl)(Cl)([Cl:20])=O>>[C:1]([C:3]1[CH:4]=[C:5]([C:9]2[CH:14]=[C:13]([Cl:20])[N:12]=[C:11]([S:16][CH3:17])[N:10]=2)[CH:6]=[CH:7][CH:8]=1)#[N:2]. Procedure details: A suspension of 4-(3-cyanophenyl)-6-hydroxy-2-methylthiopyrimidine in phosphorus oxychloride is stirred for 5 hours at 110°. The reaction mixture is concentrated by evaporation, ice-water is added and the whole is adjusted to pH 5-6 by the addition of 10N sodium hydroxide solution. The undissolved material is filtered off with suction, washed with water and dried in vacuo to give the title compound. [Analogously to J. pharm. Soc. Japan 70, 137 (1950)].